Dataset: the Open Reaction Database (ORD), a public repository of structured organic reaction records. Task: describe an organic reaction: reactants, conditions, products, and yield Reactants: O=C1NC2=CC=CC=C2C12COC1=C2C=CC(=C1)OC1CN(CC1)C(=O)OC(C)(C)C (tert-butyl 3-[(2′-oxo-1,2′-dihydrospiro[1-benzofuran-3,3-indol]-6-yl)oxy]pyrrolidine-1-carboxylate), [H-].[Na+] (sodium hydride), BrCC=1OC(=CC1)C(F)(F)F (2-(bromomethyl)-5-(trifluoromethyl)furan). Solvent: CN(C=O)C (N,N-dimethyl formamide). Reaction conditions: time 30 minute. The product is O=C1N(C2=CC=CC=C2C12COC1=C2C=CC(=C1)OC1CN(CC1)C(=O)OC(C)(C)C)CC=1OC(=CC1)C(F)(F)F (tert-butyl 3-[(2′-oxo-1′-{[5-(trifluoromethyl)furan-2-yl]methyl}-1′,2′-dihydrospiro[1-benzofuran-3,3-indol]-6-yl)oxy]pyrrolidine-1-carboxylate). Isolated yield 45.4%. As a reaction SMILES: [O:1]=[C:2]1[C:10]2([C:14]3[CH:15]=[CH:16][C:17]([O:19][CH:20]4[CH2:24][CH2:23][N:22]([C:25]([O:27][C:28]([CH3:31])([CH3:30])[CH3:29])=[O:26])[CH2:21]4)=[CH:18][C:13]=3[O:12][CH2:11]2)[C:9]2[C:4](=[CH:5][CH:6]=[CH:7][CH:8]=2)[NH:3]1.[H-].[Na+].Br[CH2:35][C:36]1[O:37][C:38]([C:41]([F:44])([F:43])[F:42])=[CH:39][CH:40]=1>CN(C)C=O>[O:1]=[C:2]1[C:10]2([C:14]3[CH:15]=[CH:16][C:17]([O:19][CH:20]4[CH2:24][CH2:23][N:22]([C:25]([O:27][C:28]([CH3:31])([CH3:30])[CH3:29])=[O:26])[CH2:21]4)=[CH:18][C:13]=3[O:12][CH2:11]2)[C:9]2[C:4](=[CH:5][CH:6]=[CH:7][CH:8]=2)[N:3]1[CH2:35][C:36]1[O:37][C:38]([C:41]([F:44])([F:43])[F:42])=[CH:39][CH:40]=1 |f:1.2|. Procedure: To a stirred solution of tert-butyl 3-[(2′-oxo-1,2′-dihydrospiro[1-benzofuran-3,3-indol]-6-yl)oxy]pyrrolidine-1-carboxylate (0.19 g, 0.45 mol) in N,N-dimethyl formamide (10 mL) was added sodium hydride (0.02 g, 0.54 mmol) slowly at 0° C. After 30 min, 2-(bromomethyl)-5-(trifluoromethyl)furan (0.12 g, 0.54 mmol) was added. The mixture was stirred at ambient temperature for 16 h, and then quenched with saturated ammonium chloride (10 mL). The mixture was extracted with ethyl acetate (3×20 mL). The... Product: N([C@@H](CC1=CC=C(C=C1)OC(C)(C)C)C(=O)NCC)C(=O)OCC1=CC=CC=C1 (Z-Tyr(But)-NH-C2H5). Reported procedure: 3.2 ml (25 mmoles) of N-ethylmorpholine and 5.56 g (27 mmoles) of dicyclohexylcarbodiimide are added at 0° C. to a solution in 50 ml of dimethylformamide of 9.27 g (25 mmoles) of Z-Tyr(But)-OH, 2.03 g (25 mmoles) of ethylamine hydrochloride and 3.38 g of 1-hydroxybenzotriazole. The mixture is stirred for two hours at 0° C. and for 5 hours at room temperature and is left to stand overnight at room temperature. The precipitate is filtered off and the filtrate is concentrated. The resulting oil is ... RXN SMILES: [CH2:1]([N:3]1CCOCC1)[CH3:2].C1(N=C=NC2CCCCC2)CCCCC1.[NH:24]([C:41]([O:43][CH2:44][C:45]1[CH:50]=[CH:49][CH:48]=[CH:47][CH:46]=1)=[O:42])[C@H:25]([C:38]([OH:40])=O)[CH2:26][C:27]1[CH:32]=[CH:31][C:30]([O:33][C:34]([CH3:37])([CH3:36])[CH3:35])=[CH:29][CH:28]=1.Cl.C(N)C.ON1C2C=CC=CC=2N=N1>CN(C)C=O>[NH:24]([C:41]([O:43][CH2:44][C:45]1[CH:46]=[CH:47][CH:48]=[CH:49][CH:50]=1)=[O:42])[C@H:25]([C:38]([NH:3][CH2:1][CH3:2])=[O:40])[CH2:26][C:27]1[CH:32]=[CH:31][C:30]([O:33][C:34]([CH3:36])([CH3:37])[CH3:35])=[CH:29][CH:28]=1 |f:3.4|. The solvent is CN(C=O)C (dimethylformamide). Starting materials: C(C)N1CCOCC1 (N-ethylmorpholine), C1(CCCCC1)N=C=NC1CCCCC1 (dicyclohexylcarbodiimide), N([C@@H](CC1=CC=C(C=C1)OC(C)(C)C)C(=O)O)C(=O)OCC1=CC=CC=C1 (Z-Tyr(But)-OH), Cl.C(C)N (ethylamine hydrochloride), ON1N=NC2=C1C=CC=C2 (1-hydroxybenzotriazole). Conditions: temperature 0 celsius, time 5 hour. The reactants are C(C)(C)(C)OC(=O)N[C@@H](CC(C)C)C(=O)O (N-(tert-butoxycarbonyl)-L-leucine), C(C1=CC=CC=C1)N1C[C@H]2[C@@H](C1)[C@@H](CC2)N ((3aS,4R,6aR)-2-benzyloctahydrocyclopenta[c]pyrrol-4-amine), C(C1=CC=CC=C1)N1C[C@@H]2[C@H](C1)[C@H](CC2)N ((3aR,4S,6aS)-2-benzyloctahydrocyclopenta[c]pyrrol-4-amine). Yields the product C(C1=CC=CC=C1)N1C[C@H]2[C@@H](C1)[C@@H](CC2)NC(CC(C)C)=O (N-[(3aS,4R,6aR)-2-benzyloctahydrocyclopenta[c]pyrrol-4-yl]-3-methylbutanamide). As a reaction SMILES: C(O[C:6]([NH:8][C@H:9]([C:14](O)=O)[CH2:10][CH:11]([CH3:13])[CH3:12])=[O:7])(C)(C)C.[CH2:17]([N:24]1C[C@H]2[C@H](N)CC[C@H]2[CH2:25]1)[C:18]1[CH:23]=[CH:22][CH:21]=[CH:20][CH:19]=1.[CH2:33](N1C[C@@H]2[C@@H](N)CC[C@@H]2C1)[C:34]1[CH:39]=CC=C[CH:35]=1>>[CH2:17]([N:24]1[CH2:25][C@H:10]2[C@H:9]([NH:8][C:6](=[O:7])[CH2:33][CH:34]([CH3:39])[CH3:35])[CH2:14][CH2:12][C@H:11]2[CH2:13]1)[C:18]1[CH:23]=[CH:22][CH:21]=[CH:20][CH:19]=1. Procedure: The title compound was prepared by substituting 3-methylbutanoic acid for N-(tert-butoxycarbonyl)-L-leucine and (3aS,4R,6aR)-2-benzyloctahydrocyclopenta[c]pyrrol-4-amine from Step E of Example 16 for (3aR,4S,6aS)-2-benzyloctahydrocyclopenta[c]pyrrol-4-amine in the procedure described in Example 221: 1H NMR (500 MHz, pyridine-d5) δ ppm 8.30-8.17 (m, 1H), 7.43 (dd, J=11.2, 4.2, 2H), 7.37 (t, J=7.5, 2H), 7.27 (t, J=7.3, 1H), 4.49-4.39 (m, 1H), 3.60 (d, J=13.1, 1H), 3.45 (d, J=13.1, 1H), 2.89-2.78 (... Starting materials: CC(=O)O, CC(C)N(CCCl)C(C)C, COC1(OC)CC(C(=O)O)(c2ccccc2)C1. Product: O=C1CC(C(=O)O)(c2ccccc2)C1. RXN SMILES: [C:28]([OH:29])(=[O:30])[CH3:31].[CH:18]([N:19]([CH2:20][CH2:21][Cl:22])[CH:23]([CH3:24])[CH3:25])([CH3:26])[CH3:27].[c:1]1([C:7]2([C:15](=[O:16])[OH:17])[CH2:8][C:9]([O:11][CH3:14])([O:12][CH3:13])[CH2:10]2)[cH:2][cH:3][cH:4][cH:5][cH:6]1>>[c:1]1([C:7]2([C:15](=[O:16])[OH:17])[CH2:8][C:9](=[O:11])[CH2:10]2)[cH:2][cH:3][cH:4][cH:5][cH:6]1. The reactants are O=C(OCc1ccccc1)N1CCC(N2CCCCC2=O)CC1, COc1ccc(P2(=S)SP(=S)(c3ccc(OC)cc3)S2)cc1, C1CCOC1. Yields the product O=C(OCc1ccccc1)N1CCC(N2CCCCC2=S)CC1. As a reaction SMILES: [CH2:1]([c:2]1[cH:3][cH:4][cH:5][cH:6][cH:7]1)[O:8][C:9](=[O:10])[N:11]1[CH2:12][CH2:13][CH:14]([N:17]2[C:18](=[O:23])[CH2:19][CH2:20][CH2:21][CH2:22]2)[CH2:15][CH2:16]1.[CH3:24][O:25][c:26]1[cH:27][cH:28][c:29]([P:30]2(=[S:33])[S:31][P:32]([c:34]3[cH:35][cH:36][c:37]([O:38][CH3:39])[cH:40][cH:41]3)(=[S:42])[S:43]2)[cH:44][cH:45]1.[O:46]1[CH2:47][CH2:48][CH2:49][CH2:50]1>>[CH2:1]([c:2]1[cH:3][cH:4][cH:5][cH:6][cH:7]1)[O:8][C:9](=[O:10])[N:11]1[CH2:12][CH2:13][CH:14]([N:17]2[C:18](=[S:33])[CH2:19][CH2:20][CH2:21][CH2:22]2)[CH2:15][CH2:16]1.